Dataset: the Open Reaction Database (ORD), a public repository of structured organic reaction records. Task: describe an organic reaction: reactants, conditions, products, and yield RXN SMILES: [C:1](#[N:2])[c:3]1[cH:4][c:5]([CH:20]=[O:21])[c:6]([O:7][c:8]2[cH:9][cH:10][c:11]3[c:12]([cH:17]2)[CH2:13][O:14][B:15]3[OH:16])[cH:18][cH:19]1.[C:32]([BH3-:33])#[N:34].[CH2:22]1[CH2:23][O:24][CH2:25][CH2:26][NH:27]1.[CH3:28][C:29](=[O:30])[OH:31].[CH3:35][OH:36].[OH2:37]>>[C:1](#[N:2])[c:3]1[cH:4][c:5]([CH2:20][N:27]2[CH2:22][CH2:23][O:24][CH2:25][CH2:26]2)[c:6]([O:7][c:8]2[cH:9][cH:10][c:11]3[c:12]([cH:17]2)[CH2:13][O:14][B:15]3[OH:16])[cH:18][cH:19]1. Product: N#Cc1ccc(Oc2ccc3c(c2)COB3O)c(CN2CCOCC2)c1. The reactants are N#Cc1ccc(Oc2ccc3c(c2)COB3O)c(C=O)c1, [BH3-]C#N, C1COCCN1, CC(=O)O, CO, O. Starting materials: COC1=CC=C(C=C1)S(=O)(=O)N[C@@H](C(=O)OC(C)(C)C)CC(C)C (t-butyl 2(R)-[[4-methoxybenzenesulfonyl]amino]-4-methylpentanoate), Cl.N1=CC(=CC=C1)CCl (3-picolyl chloride hydrochloride), [H-].[Na+] (sodium hydride). Solvent: CN(C=O)C (dimethylformamide). Run at time 48 hour. Product: COC1=CC=C(C=C1)S(=O)(=O)N([C@@H](C(=O)OC(C)(C)C)CC(C)C)CC=1C=NC=CC1 (t-butyl 2(R)-[[4-methoxybenzenesulfonyl](3-picolyl)-amino]-4-methylpentanoate). RXN SMILES: [CH3:1][O:2][C:3]1[CH:8]=[CH:7][C:6]([S:9]([NH:12][C@H:13]([CH2:21][CH:22]([CH3:24])[CH3:23])[C:14]([O:16][C:17]([CH3:20])([CH3:19])[CH3:18])=[O:15])(=[O:11])=[O:10])=[CH:5][CH:4]=1.Cl.[N:26]1[CH:31]=[CH:30][CH:29]=[C:28]([CH2:32]Cl)[CH:27]=1.[H-].[Na+]>CN(C)C=O>[CH3:1][O:2][C:3]1[CH:4]=[CH:5][C:6]([S:9]([N:12]([CH2:32][C:28]2[CH:27]=[N:26][CH:31]=[CH:30][CH:29]=2)[C@H:13]([CH2:21][CH:22]([CH3:24])[CH3:23])[C:14]([O:16][C:17]([CH3:18])([CH3:19])[CH3:20])=[O:15])(=[O:11])=[O:10])=[CH:7][CH:8]=1 |f:1.2,3.4|. Procedure: To a solution of t-butyl 2(R)-[[4-methoxybenzenesulfonyl]amino]-4-methylpentanoate (10.0 g, 27.92 mmol) in dimethylformamide (250 mL) at room temperature is added 3-picolyl chloride hydrochloride (4.81 g, 29.32 mmol) followed by sodium hydride (2.79 g, 69.80 mmol, 60% in oil). The reaction mixture is stirred at room temperature for 48 hours. The mixture is quenched with water and extracted with ethyl acetate. The combined organic extracts are washed with brine, dried (Na2SO4), and the solvent is... The reactants are COC=1C=C(C=CC1OC)CCNC(CC1=CC=2CCCCC2C=C1)=O (N-[2-(3,4-dimethoxyphenyl)ethyl]-2-(5,6,7,8-tetrahydronaphthalen-2-yl)acetamide), C(C)(C)(C)OC(N(C)C)N(C)C (t-butoxybis (dimethylamino)methane), CN(C=O)C (N,N-dimethylformamide). The solvent is O (Water). Conditions: temperature 90 celsius, time 3 hour. Product: COC=1C=C(C=CC1OC)CCNC(C(=CN(C)C)C1=CC=2CCCCC2C=C1)=O (N-[2-(3,4-dimethoxyphenyl)ethyl]-3-dimethylamino-2-(5,6,7,8-tetrahydronaphthalen-2-yl)acrylamide). Isolated yield 107.7%. RXN SMILES: [CH3:1][O:2][C:3]1[CH:4]=[C:5]([CH2:11][CH2:12][NH:13][C:14](=[O:26])[CH2:15][C:16]2[CH:25]=[CH:24][C:23]3[CH2:22][CH2:21][CH2:20][CH2:19][C:18]=3[CH:17]=2)[CH:6]=[CH:7][C:8]=1[O:9][CH3:10].C(O[CH:32](N(C)C)[N:33]([CH3:35])[CH3:34])(C)(C)C.CN(C)C=O>O>[CH3:1][O:2][C:3]1[CH:4]=[C:5]([CH2:11][CH2:12][NH:13][C:14](=[O:26])[C:15]([C:16]2[CH:25]=[CH:24][C:23]3[CH2:22][CH2:21][CH2:20][CH2:19][C:18]=3[CH:17]=2)=[CH:32][N:33]([CH3:35])[CH3:34])[CH:6]=[CH:7][C:8]=1[O:9][CH3:10]. Procedure: 2.65 g (7.50 mmol) of N-[2-(3,4-dimethoxyphenyl)ethyl]-2-(5,6,7,8-tetrahydronaphthalen-2-yl)acetamide, 3.92 g (22.5 mmol) of t-butoxybis (dimethylamino)methane and 30 ml of N,N-dimethylformamide were mixed and stirred at 90° C. for 3 hours and then at 110° C. for 3 hours. Water was added to the reaction mixture, which was followed by extracted with ethyl acetate, washed with saturated brine twice, dried over anhydrous magnesium sulfate and the solvent was distilled off under reduced pressure to ... Starting materials: O=C(O)c1ncc2ccc(Br)cc2c1O, CCN=C=NCCCN(C)C, NCc1ccc(Cl)cc1, Cl, CN(C)C=O, O, O, On1nnc2ccccc21. Yields the product O=C(NCc1ccc(Cl)cc1)c1ncc2ccc(Br)cc2c1O. Reaction SMILES: [Br:1][c:2]1[cH:3][c:4]2[c:5]([OH:15])[c:6]([C:12](=[O:13])[OH:14])[n:7][cH:8][c:9]2[cH:10][cH:11]1.[CH3:26][N:27]([CH3:28])[CH2:29][CH2:30][CH2:31][N:32]=[C:33]=[N:34][CH2:35][CH3:36].[Cl:16][c:17]1[cH:18][cH:19][c:20]([CH2:21][NH2:22])[cH:23][cH:24]1.[ClH:25].[O:48]=[CH:49][N:50]([CH3:51])[CH3:52].[OH2:37].[OH2:53].[OH:38][n:39]1[c:40]2[cH:41][cH:42][cH:43][cH:44][c:45]2[n:46][n:47]1>>[Br:1][c:2]1[cH:3][c:4]2[c:5]([OH:15])[c:6]([C:12](=[O:14])[NH:22][CH2:21][c:20]3[cH:19][cH:18][c:17]([Cl:16])[cH:24][cH:23]3)[n:7][cH:8][c:9]2[cH:10][cH:11]1. Reactants: O=P(O)(O)O, O=S(=O)(O)SCCc1c[nH]c2ccccc12. Product: SCCc1c[nH]c2ccccc12. As a reaction SMILES: [P:17](=[O:18])([OH:19])([OH:20])[OH:21].[nH:1]1[cH:2][c:3]([CH2:10][CH2:11][S:12][S:13](=[O:14])(=[O:15])[OH:16])[c:4]2[cH:5][cH:6][cH:7][cH:8][c:9]12>>[nH:1]1[cH:2][c:3]([CH2:10][CH2:11][SH:12])[c:4]2[cH:5][cH:6][cH:7][cH:8][c:9]12. The reactants are [N+](=O)([O-])C1=CC=C(C=C1)C1=C(C2=C(N(C=C(C2=O)S(=O)C(C)C)CC2=C(C=CC=C2F)F)S1)CN(C)CC1=CC=CC=C1 (4,7-dihydro-2-(4-nitrophenyl)-3-(N-benzyl-N-methylaminomethyl)-5-isopropylsulfinyl-7-(2,6-difluorobenzyl)-4-oxothieno[2,3-b]pyridine), CO (methanol), C([O-])(O)=O.[Na+] (sodium bicarbonate), Cl (hydrogen chloride). The reagents and catalysts are [Fe] (iron). The solvent is C(Cl)(Cl)Cl (chloroform). Conditions: time 5 hour. Yields the product NC1=CC=C(C=C1)C1=C(C2=C(N(C=C(C2=O)S(=O)C(C)C)CC2=C(C=CC=C2F)F)S1)CN(C)CC1=CC=CC=C1 (4,7-dihydro-2-(4-aminophenyl)-3-(N-benzyl-N-methylaminomethyl)-5-isopropylsulfinyl-7-(2,6-difluorobenzyl)-4-oxothieno[2,3-b]pyridine). As a reaction SMILES: [N+:1]([C:4]1[CH:9]=[CH:8][C:7]([C:10]2[S:33][C:13]3[N:14]([CH2:24][C:25]4[C:30]([F:31])=[CH:29][CH:28]=[CH:27][C:26]=4[F:32])[CH:15]=[C:16]([S:19]([CH:21]([CH3:23])[CH3:22])=[O:20])[C:17](=[O:18])[C:12]=3[C:11]=2[CH2:34][N:35]([CH2:37][C:38]2[CH:43]=[CH:42][CH:41]=[CH:40][CH:39]=2)[CH3:36])=[CH:6][CH:5]=1)([O-])=O.CO.Cl.C(=O)(O)[O-].[Na+]>[Fe].C(Cl)(Cl)Cl>[NH2:1][C:4]1[CH:5]=[CH:6][C:7]([C:10]2[S:33][C:13]3[N:14]([CH2:24][C:25]4[C:30]([F:31])=[CH:29][CH:28]=[CH:27][C:26]=4[F:32])[CH:15]=[C:16]([S:19]([CH:21]([CH3:22])[CH3:23])=[O:20])[C:17](=[O:18])[C:12]=3[C:11]=2[CH2:34][N:35]([CH2:37][C:38]2[CH:39]=[CH:40][CH:41]=[CH:42][CH:43]=2)[CH3:36])=[CH:8][CH:9]=1 |f:3.4|. Procedure details: The compound (0.54 g, 0.87 mmol) obtained in Example 19 and iron powder (0.26 g, 4.3 mmol) were added to methanol (10 ml) and to the mixture conc.hydrogen chloride (5 ml) was added dropwise for one hour. The mixture was stirred for 5 hours under ice-cooling. To the reaction mixture saturated sodium bicarbonate (30 ml) was added carefully. After adding chloroform (50 ml) and Celite, the mixture was subjected to filtration.